From a dataset of the Open Reaction Database (ORD), a public repository of structured organic reaction records. describe an organic reaction: reactants, conditions, products, and yield The reactants are CC(=O)O[BH-](OC(C)=O)OC(C)=O, CC(=O)O, CC(Cl)Cl, C=CCC(N)C(=O)OC, [Na+], O=C1CCN(C(=O)OCc2ccccc2)CC1. Yields the product C=CCC(NC1CCN(C(=O)OCc2ccccc2)CC1)C(=O)OC. RXN SMILES: [C:1]([O:2][BH-:3]([O:4][C:5](=[O:6])[CH3:7])[O:8][C:9](=[O:10])[CH3:11])(=[O:12])[CH3:13].[CH3:24][C:25](=[O:26])[OH:27].[Cl:45][CH:46]([Cl:47])[CH3:48].[NH2:15][CH:16]([C:17](=[O:18])[O:19][CH3:20])[CH2:21][CH:22]=[CH2:23].[Na+:14].[O:28]=[C:29]1[CH2:30][CH2:31][N:32]([C:35](=[O:36])[O:37][CH2:38][c:39]2[cH:40][cH:41][cH:42][cH:43][cH:44]2)[CH2:33][CH2:34]1>>[NH:15]([CH:16]([C:17](=[O:18])[O:19][CH3:20])[CH2:21][CH:22]=[CH2:23])[CH:29]1[CH2:30][CH2:31][N:32]([C:35](=[O:36])[O:37][CH2:38][c:39]2[cH:40][cH:41][cH:42][cH:43][cH:44]2)[CH2:33][CH2:34]1. Starting materials: C=CC(=O)N=C=O, CC(C)(C)O, CC(Cl)Cl. Product: C=CC(=O)NC(=O)OC(C)(C)C. Reaction SMILES: [C:1]([CH:2]=[CH2:3])(=[O:4])[N:5]=[C:6]=[O:7].[C:8]([CH3:9])([CH3:10])([CH3:11])[OH:12].[Cl:13][CH:14]([Cl:15])[CH3:16]>>[C:1]([CH:2]=[CH2:3])(=[O:4])[NH:5][C:6](=[O:7])[O:12][C:8]([CH3:9])([CH3:10])[CH3:11]. The reactants are COC(C[C@@H]1COC2=C1C=CC(=C2)O[C@@H]2CCC1=C(C(=CC=C21)C#N)Br)=O ({(S)-6-[(R)-4-bromo-5-cyano-indan-1-yloxy]-2,3-dihydro-benzofuran-3-yl}-acetic acid methyl ester), [Br-].FC1=C(C[Zn+])C(=CC=C1)F (2,6-difluoro-benzylzinc bromide), Intermediate 1. The reagents and catalysts are C(C)(C)C1=C(C(=CC=C1)C(C)C)N1C(N(C=C1)C1=C(C=CC=C1C(C)C)C(C)C)=[Pd-3](C1=NC=CC=C1Cl)(Cl)Cl ([1,3-bis(2,6-diisopropylphenyl)imidazol-2-ylidene]-(3-chloropyridyl)-palladium(II) dichloride). The product is COC(C[C@@H]1COC2=C1C=CC(=C2)O[C@@H]2CCC1=C(C(=CC=C21)C#N)CC2=C(C=CC=C2F)F)=O ({(S)-6-[(R)-5-Cyano-4-(2,6-difluoro-benzyl)-indan-1-yloxy]-2,3-dihydro-benzofuran-3-yl}-acetic acid methyl ester). RXN SMILES: [CH3:1][O:2][C:3](=[O:27])[CH2:4][C@H:5]1[C:9]2[CH:10]=[CH:11][C:12]([O:14][C@H:15]3[C:23]4[C:18](=[C:19](Br)[C:20]([C:24]#[N:25])=[CH:21][CH:22]=4)[CH2:17][CH2:16]3)=[CH:13][C:8]=2[O:7][CH2:6]1.[Br-].[F:29][C:30]1[CH:37]=[CH:36][CH:35]=[C:34]([F:38])[C:31]=1[CH2:32][Zn+]>C(C1C=CC=C(C(C)C)C=1N1C=CN(C2C(C(C)C)=CC=CC=2C(C)C)C1=[Pd-3](Cl)(Cl)C1C(Cl)=CC=CN=1)(C)C>[CH3:1][O:2][C:3](=[O:27])[CH2:4][C@H:5]1[C:9]2[CH:10]=[CH:11][C:12]([O:14][C@H:15]3[C:23]4[C:18](=[C:19]([CH2:32][C:31]5[C:30]([F:29])=[CH:37][CH:36]=[CH:35][C:34]=5[F:38])[C:20]([C:24]#[N:25])=[CH:21][CH:22]=4)[CH2:17][CH2:16]3)=[CH:13][C:8]=2[O:7][CH2:6]1 |f:1.2|. Procedure details: The title compound is prepared from {(S)-6-[(R)-4-bromo-5-cyano-indan-1-yloxy]-2,3-dihydro-benzofuran-3-yl}-acetic acid methyl ester and 2,6-difluoro-benzylzinc bromide following a procedure analogous to that described in Step 6 of Intermediate 1; [1,3-bis(2,6-diisopropylphenyl)imidazol-2-ylidene]-(3-chloropyridyl)-palladium(II) dichloride (Pd-PEPPSI-IPr) is used as catalyst. LC (method 4): tR=1.22 min; Mass spectrum (ESI+): m/z=476 [M+H]+. Reactants: O=Cc1cc(Br)c(OCc2ccccc2)cc1OCc1ccccc1, Cn1ccc2cc(NNC(N)=O)ccc21, CCO. Product: Cn1ccc2cc(NNC(=O)N=Cc3cc(Br)c(OCc4ccccc4)cc3OCc3ccccc3)ccc21. As a reaction SMILES: [CH2:16]([c:17]1[cH:18][cH:19][cH:20][cH:21][cH:22]1)[O:23][c:24]1[c:25]([CH:26]=[O:27])[cH:28][c:29]([Br:40])[c:30]([O:32][CH2:33][c:34]2[cH:35][cH:36][cH:37][cH:38][cH:39]2)[cH:31]1.[CH3:1][n:2]1[cH:3][cH:4][c:5]2[cH:6][c:7]([NH:11][NH:12][C:13](=[O:14])[NH2:15])[cH:8][cH:9][c:10]12.[CH3:41][CH2:42][OH:43]>>[CH3:1][n:2]1[cH:3][cH:4][c:5]2[cH:6][c:7]([NH:11][NH:12][C:13](=[O:14])[N:15]=[CH:26][c:25]3[c:24]([O:23][CH2:16][c:17]4[cH:18][cH:19][cH:20][cH:21][cH:22]4)[cH:31][c:30]([O:32][CH2:33][c:34]4[cH:35][cH:36][cH:37][cH:38][cH:39]4)[c:29]([Br:40])[cH:28]3)[cH:8][cH:9][c:10]12. The reactants are COC(=O)c1cncc(Br)c1, O=C([O-])[O-], COc1ccc(B(O)O)cc1Cl, [Cs+], [Cs+], CN(C)C=O, O, c1ccc(P(c2ccccc2)(c2ccccc2)[Pd](P(c2ccccc2)(c2ccccc2)c2ccccc2)(P(c2ccccc2)(c2ccccc2)c2ccccc2)P(c2ccccc2)(c2ccccc2)c2ccccc2)cc1. Yields the product COC(=O)c1cncc(-c2ccc(OC)c(Cl)c2)c1. As a reaction SMILES: [Br:13][c:14]1[cH:15][n:16][cH:17][c:18]([C:19](=[O:20])[O:21][CH3:22])[cH:23]1.[C:24](=[O:25])([O-:26])[O-:27].[Cl:1][c:2]1[cH:3][c:4]([B:10]([OH:11])[OH:12])[cH:5][cH:6][c:7]1[O:8][CH3:9].[Cs+:28].[Cs+:29].[O:31]=[CH:32][N:33]([CH3:34])[CH3:35].[OH2:30].[cH:36]1[cH:37][cH:38][c:39]([P:40]([Pd:41]([P:42]([c:43]2[cH:44][cH:45][cH:46][cH:47][cH:48]2)([c:49]2[cH:50][cH:51][cH:52][cH:53][cH:54]2)[c:55]2[cH:56][cH:57][cH:58][cH:59][cH:60]2)([P:61]([c:62]2[cH:63][cH:64][cH:65][cH:66][cH:67]2)([c:68]2[cH:69][cH:70][cH:71][cH:72][cH:73]2)[c:74]2[cH:75][cH:76][cH:77][cH:78][cH:79]2)[P:80]([c:81]2[cH:82][cH:83][cH:84][cH:85][cH:86]2)([c:87]2[cH:88][cH:89][cH:90][cH:91][cH:92]2)[c:93]2[cH:94][cH:95][cH:96][cH:97][cH:98]2)([c:99]2[cH:100][cH:101][cH:102][cH:103][cH:104]2)[c:105]2[cH:106][cH:107][cH:108][cH:109][cH:110]2)[cH:111][cH:112]1>>[Cl:1][c:2]1[cH:3][c:4](-[c:14]2[cH:15][n:16][cH:17][c:18]([C:19](=[O:20])[O:21][CH3:22])[cH:23]2)[cH:5][cH:6][c:7]1[O:8][CH3:9]. Yield: 100.5%. Yields the product FC=1C=CC(=C(N)C1)N1CCCCC1 (5-fluoro-2-(1-piperidinyl)aniline). Run at time 21 hour. Starting materials: C([O-])(O)=O.[Na+] (sodium bicarbonate), Cl (hydrochloric acid), [Sn](Cl)Cl (tin dichloride), FC1=CC(=C(C=C1)N1CCCCC1)[N+](=O)[O-] (1-(4-fluoro-2-nitrophenyl)piperidine). Reported procedure: Concentrated hydrochloric acid (1.20 ml, 14.4 mmol) and anhydrous tin dichloride (1.22 g, 6.43 mmol) were sequentially added at 0° C. to a methanol (5 ml) solution of 1-(4-fluoro-2-nitrophenyl)piperidine (289 mg, 1.28 mmol), obtained as described in Referential Example 17-1. The resulting mixture was warmed to room temperature and stirred for 21 hours. A saturated aqueous solution of sodium bicarbonate was added to the mixture. The mixture was extracted three times with ethyl acetate. The obtain... As a reaction SMILES: Cl.[Sn](Cl)Cl.[F:5][C:6]1[CH:11]=[CH:10][C:9]([N:12]2[CH2:17][CH2:16][CH2:15][CH2:14][CH2:13]2)=[C:8]([N+:18]([O-])=O)[CH:7]=1.C(=O)(O)[O-].[Na+]>CO>[F:5][C:6]1[CH:11]=[CH:10][C:9]([N:12]2[CH2:17][CH2:16][CH2:15][CH2:14][CH2:13]2)=[C:8]([CH:7]=1)[NH2:18] |f:3.4|. The solvent is CO (methanol).